This data is from the Open Reaction Database (ORD), a public repository of structured organic reaction records. The task is: describe an organic reaction: reactants, conditions, products, and yield Starting materials: FC=1C=C(C(=NC1)[N+](=O)[O-])O (5-Fluoro-2-nitropyridin-3-ol). Reagents/catalysts: [Pd] (palladium on activated carbon). Solvent: C(C)O (ethanol). Yields the product NC1=NC=C(C=C1O)F (2-Amino-5-fluoropyridin-3-ol). Reaction SMILES: [F:1][C:2]1[CH:3]=[C:4]([OH:11])[C:5]([N+:8]([O-])=O)=[N:6][CH:7]=1>C(O)C.[Pd]>[NH2:8][C:5]1[C:4]([OH:11])=[CH:3][C:2]([F:1])=[CH:7][N:6]=1. Reported procedure: 5.6 g of 5-fluoro-2-nitropyridin-3-ol (Example 10A; 36 mmol) were dissolved in 2 l of ethanol, a catalytic amount of palladium on activated carbon (10%) was added and the mixture was hydrogenated under hydrogen standard pressure for 16 h. The mixture was filtered off through kieselguhr and the filtrate was concentrated (product batch 1). The residue was rinsed with methanol until the colour of the filtrate was no longer yellowish. The filtrate was concentrated, giving a second product batch. Thi... The reactants are COc1ccc(C(=O)O)c(N)c1, Cl, [I-], [K+], O=N[O-], [Na+], O, O=S(=O)(O)O. Yields the product COc1ccc(C(=O)O)c(I)c1. RXN SMILES: [CH3:1][O:2][c:3]1[cH:4][c:5]([NH2:12])[c:6]([C:7](=[O:8])[OH:9])[cH:10][cH:11]1.[ClH:13].[I-:19].[K+:18].[N:14]([O-:15])=[O:16].[Na+:17].[OH2:25].[S:20](=[O:21])(=[O:22])([OH:23])[OH:24]>>[CH3:1][O:2][c:3]1[cH:4][c:5]([I:19])[c:6]([C:7](=[O:8])[OH:9])[cH:10][cH:11]1. The reactants are COc1ccc(-c2nc3cc(-c4cc5ccccc5o4)ccc3o2)cc1[N+](=O)[O-], C1COCCO1. Yields the product COc1ccc(-c2nc3cc(-c4cc5ccccc5o4)ccc3o2)cc1N. RXN SMILES: [N+:1]([O-:2])(=[O:3])[c:4]1[cH:5][c:6](-[c:12]2[o:13][c:14]3[c:15]([n:16]2)[cH:17][c:18](-[c:21]2[o:22][c:23]4[c:24]([cH:25]2)[cH:26][cH:27][cH:28][cH:29]4)[cH:19][cH:20]3)[cH:7][cH:8][c:9]1[O:10][CH3:11].[O:30]1[CH2:31][CH2:32][O:33][CH2:34][CH2:35]1>>[NH2:1][c:4]1[cH:5][c:6](-[c:12]2[o:13][c:14]3[c:15]([n:16]2)[cH:17][c:18](-[c:21]2[o:22][c:23]4[c:24]([cH:25]2)[cH:26][cH:27][cH:28][cH:29]4)[cH:19][cH:20]3)[cH:7][cH:8][c:9]1[O:10][CH3:11]. Starting materials: CCOC1=NC2Cc3ccccc3C2O1, Cc1ccccc1, CCOCC, Sc1ccc(Cl)c(Cl)c1, Cc1ccc(S(=O)(=O)O)cc1, c1ccccc1. Yields the product CCOC(=O)NC1Cc2ccccc2C1Sc1ccc(Cl)c(Cl)c1. Reaction SMILES: [CH2:1]([CH3:2])[O:3][C:4]1=[N:8][CH:7]2[CH:6]([O:5]1)[c:15]1[c:10]([cH:11][cH:12][cH:13][cH:14]1)[CH2:9]2.[CH3:36][c:37]1[cH:38][cH:39][cH:40][cH:41][cH:42]1.[CH3:49][CH2:50][O:51][CH2:52][CH3:53].[Cl:16][c:17]1[cH:18][c:19]([SH:24])[cH:20][cH:21][c:22]1[Cl:23].[c:25]1([CH3:26])[cH:27][cH:28][c:29]([S:30]([OH:31])(=[O:32])=[O:33])[cH:34][cH:35]1.[cH:43]1[cH:44][cH:45][cH:46][cH:47][cH:48]1>>[CH2:1]([CH3:2])[O:3][C:4](=[O:5])[NH:8][CH:7]1[CH:6]([S:24][c:19]2[cH:18][c:17]([Cl:16])[c:22]([Cl:23])[cH:21][cH:20]2)[c:15]2[c:10]([cH:11][cH:12][cH:13][cH:14]2)[CH2:9]1. Starting materials: C(CCC)NC (N-Butylmethylamine), CN1CCOCC1 (4-methyl morpholine), C=1C=CC2=C(C1)N=NN2O (HOBT), CCN=C=NCCCN(C)C.Cl (EDCl), CC1=CN=C(S1)NC(CC[C@@H]1CC([C@]2(C)[C@@H]1[C@@H]1CCC3=CC(=CC=C3[C@H]1CC2)C(=O)O)=O)=O (15beta-{3-[(5-methyl-1,3-thiazol-2-yl)amino]-3-oxopropyl}-17-oxoestra-1(10),2,4-triene-3-carboxylic acid). Run in C(Cl)Cl (DCM). The product is C(CCC)N(C(=O)C=1C=C2CC[C@H]3[C@@H]4[C@@H](CC([C@@]4(C)CC[C@@H]3C2=CC1)=O)CCC(=O)NC=1SC(=CN1)C)C (N-butyl-N-methyl-15beta-{3-[(5-methyl-1,3-thiazol-2-yl)amino]-3-oxopropyl}-17-oxoestra-1(10),2,4-triene-3-carboxamide). RXN SMILES: [CH3:1][C:2]1[S:6][C:5]([NH:7][C:8](=[O:33])[CH2:9][CH2:10][C@H:11]2[C@H:16]3[C@H:17]4[C@H:26]([CH2:27][CH2:28][C@:14]3([CH3:15])[C:13](=[O:32])[CH2:12]2)[C:25]2[C:20](=[CH:21]C(C(O)=O)=[CH:23][CH:24]=2)[CH2:19][CH2:18]4)=[N:4][CH:3]=1.C(NC)C[CH2:36][CH3:37].[CH3:40][N:41]1[CH2:46][CH2:45]O[CH2:43][CH2:42]1.C1C=CC2N([OH:56])N=NC=2C=1.CCN=C=NCCCN(C)C.Cl>C(Cl)Cl>[CH2:46]([N:41]([CH3:40])[C:42]([C:43]1[CH:21]=[C:20]2[C:25](=[CH:24][CH:23]=1)[C@@H:26]1[C@H:17]([C@H:16]3[C@@:14]([CH2:28][CH2:27]1)([CH3:15])[C:13](=[O:32])[CH2:12][C@H:11]3[CH2:10][CH2:9][C:8]([NH:7][C:5]1[S:6][C:2]([CH3:1])=[CH:3][N:4]=1)=[O:33])[CH2:18][CH2:19]2)=[O:56])[CH2:45][CH2:36][CH3:37] |f:4.5|. Procedure details: 25 mg 15beta-{3-[(5-methyl-1,3-thiazol-2-yl)amino]-3-oxopropyl}-17-oxoestra-1(10),2,4-triene-3-carboxylic acid is dissolved in DCM. 2.5 eq N-Butylmethylamine (11.8 mg, 0.135 mmol), 3 eq 4-methyl morpholine, 1.7 eq HOBT and 2.2 eq EDCl are added slowly in an ice-bath. After stirring at RT for a couple of hours, the reaction mixture is left over night without stirring. The mixture is extracted twice with NaHCO3 (5% in H2O), twice with 1M KHSO4 and with brine. The combined organic layers are dried ...